This data is from the Open Reaction Database (ORD), a public repository of structured organic reaction records. The task is: describe an organic reaction: reactants, conditions, products, and yield Reactants: ClC1=C(N)C(=CC=C1)Cl (2,6-dichloroaniline), N(=O)[O-].[Na+] (sodium nitrite), stannous chloride. The solvent is Cl (HCl), Cl (HCl). Run at temperature 5 celsius, time 15 minute. Yields the product Cl.ClC1=C(C(=CC=C1)Cl)NN ((2,6-dichlorophenyl)hydrazine hydrochloride). Isolated yield 227.7%. As a reaction SMILES: [Cl:1][C:2]1[CH:8]=[CH:7][CH:6]=[C:5]([Cl:9])[C:3]=1[NH2:4].[N:10]([O-])=O.[Na+]>Cl>[ClH:1].[Cl:1][C:2]1[CH:8]=[CH:7][CH:6]=[C:5]([Cl:9])[C:3]=1[NH:4][NH2:10] |f:1.2,4.5|. Reported procedure: To a cold solution of 2,6-dichloroaniline (10.0 g, 61.72 mmol) in conc. HCl was added aqueous solution of sodium nitrite (5.11 g, 74.00 mmol) at −15° C. The reaction mass was stirred at 0-10° C. for 15 minutes. The reaction mass was filtered off to remove insolubles and stannous chloride in conc. HCl (34.7 g, 150 mmol) was added to the filtrate. The reaction mass was further stirred at −15° C. for 30 min and filtered to afford 15.00 g of the desired product. 1H NMR (300 MHz, DMSO d6): δ 7.18-7.2... The reactants are OCC(O)CCl, [Na+], [OH-], O, O=C(c1ccc(O)cc1)c1c[nH]c2ccccc12. Yields the product O=C(c1ccc(OCC(O)CO)cc1)c1c[nH]c2ccccc12. Reaction SMILES: [Cl:21][CH2:22][CH:23]([CH2:24][OH:25])[OH:26].[Na+:20].[OH-:19].[OH2:27].[OH:1][c:2]1[cH:3][cH:4][c:5]([C:6](=[O:7])[c:8]2[cH:9][nH:10][c:11]3[cH:12][cH:13][cH:14][cH:15][c:16]23)[cH:17][cH:18]1>>[O:1]([c:2]1[cH:3][cH:4][c:5]([C:6](=[O:7])[c:8]2[cH:9][nH:10][c:11]3[cH:12][cH:13][cH:14][cH:15][c:16]23)[cH:17][cH:18]1)[CH2:22][CH:23]([CH2:24][OH:25])[OH:26]. Starting materials: 10, ClC1=CC=C(C=C1)N1C(NC(=NC1=O)OC)=O (3-(p-chlorophenyl)-6-methoxy-s-triazine-2,4(1H,3H)-dione), N (ammonia). Run in CO (methanol). Conditions: time 30 minute. Product: 10.6, ClC1=CC=C(C=C1)N1C(NC(=NC1=O)OC)=O.[NH4+] (ammonium 3-(p-chlorophenyl)-6-methoxy-s-triazine-2,4(1H,3H)-dione). Reaction SMILES: [Cl:1][C:2]1[CH:7]=[CH:6][C:5]([N:8]2[C:13](=[O:14])[N:12]=[C:11]([O:15][CH3:16])[NH:10][C:9]2=[O:17])=[CH:4][CH:3]=1.[NH3:18]>CO>[Cl:1][C:2]1[CH:3]=[CH:4][C:5]([N:8]2[C:9](=[O:17])[N:10]=[C:11]([O:15][CH3:16])[NH:12][C:13]2=[O:14])=[CH:6][CH:7]=1.[NH4+:18] |f:3.4|. Procedure: To a mixture of 10 parts of 3-(p-chlorophenyl)-6-methoxy-s-triazine-2,4(1H,3H)-dione and 100 parts of methanol is added 1 part of ammonia gas at 20°C. The solution is stirred for 30 minutes and then evaporated under vaccum to give 10.6 parts of ammonium 3-(p-chlorophenyl)-6-methoxy-s-triazine-2,4(1H,3H)-dione. Reported procedure: To a solution of 0.6 g (3.2 mmole) of 4-amino-5-chloro-2-methoxybenzoic acid in 15 ml of methylene chloride cooled to -15° C. was added 0.347 g (3.7 mmol) of ethyl chloroformate. The solution was stirred for 30 minutes and 1.0 g (3.2 mmole) of 1-methyl-4-(3-aminomethyl-5H-dibenzo[a,d]cycloheptene-5-ylidene)piperidine in 10 ml of methylene chloride was added. The solution was allowed to stir at room temperature for 2 hours. The solution was washed with 1N sodium hydroxide solution, water, and bri... RXN SMILES: [NH2:1][C:2]1[C:10]([Cl:11])=[CH:9][C:5]([C:6]([OH:8])=O)=[C:4]([O:12][CH3:13])[CH:3]=1.ClC(OCC)=O.[CH3:20][N:21]1[CH2:26][CH2:25][C:24](=[C:27]2[C:33]3[CH:34]=[C:35]([CH2:38][NH2:39])[CH:36]=[CH:37][C:32]=3[CH:31]=[CH:30][C:29]3[CH:40]=[CH:41][CH:42]=[CH:43][C:28]2=3)[CH2:23][CH2:22]1>C(Cl)Cl>[NH2:1][C:2]1[C:10]([Cl:11])=[CH:9][C:5]([C:6]([NH:39][CH2:38][C:35]2[CH:36]=[CH:37][C:32]3[CH:31]=[CH:30][C:29]4[CH:40]=[CH:41][CH:42]=[CH:43][C:28]=4[C:27](=[C:24]4[CH2:25][CH2:26][N:21]([CH3:20])[CH2:22][CH2:23]4)[C:33]=3[CH:34]=2)=[O:8])=[C:4]([O:12][CH3:13])[CH:3]=1. Solvent: C(Cl)Cl (methylene chloride), C(Cl)Cl (methylene chloride). Product: NC1=CC(=C(C(=O)NCC=2C=CC3=C(C(C4=C(C=C3)C=CC=C4)=C4CCN(CC4)C)C2)C=C1Cl)OC (4-amino-5-chloro-2-methoxy-N-((5-(l-methyl-4-piperidinylidene)-5H-dibenzo[a,d]cyclohepten-3-yl)methyl)benzamide). Conditions: time 30 minute. Starting materials: ClC(=O)OCC (ethyl chloroformate), NC1=CC(=C(C(=O)O)C=C1Cl)OC (4-amino-5-chloro-2-methoxybenzoic acid), CN1CCC(CC1)=C1C2=C(C=CC3=C1C=C(C=C3)CN)C=CC=C2 (1-methyl-4-(3-aminomethyl-5H-dibenzo[a,d]cycloheptene-5-ylidene)piperidine). The reactants are CC1(OB(OC1(C)C)C=1C=NNC1)C (4-(4,4,5,5-tetramethyl-1,3,2-dioxaborolan-2-yl)-1H-pyrazole), [Si](C)(C)(C(C)(C)C)OC1CCC(CC1)=CC#N ((4-(tert-butyl(dimethyl)silyl)oxycyclohexylidene)acetonitrile), N12CCCCCC2=NCCC1 (1,8-diazabicyclo[5.4.0]undec-7-ene). Run in C(C)#N (acetonitrile). Run at time 8 hour. Product: [Si](C)(C)(C(C)(C)C)OC1CCC(CC1)(N1N=CC(=C1)B1OC(C(O1)(C)C)(C)C)CC#N (4-(tert-butyl(dimethyl)silyl)oxy-1-(4-(4,4,5,5-tetramethyl-1,3,2-dioxaborolan-2-yl)-1H-pyrazol-1-yl)cyclohexylacetonitrile). RXN SMILES: [CH3:1][C:2]1([CH3:14])[C:6]([CH3:8])([CH3:7])[O:5][B:4]([C:9]2[CH:10]=[N:11][NH:12][CH:13]=2)[O:3]1.[Si:15]([O:22][CH:23]1[CH2:28][CH2:27][C:26](=[CH:29][C:30]#[N:31])[CH2:25][CH2:24]1)([C:18]([CH3:21])([CH3:20])[CH3:19])([CH3:17])[CH3:16].N12CCCN=C1CCCCC2>C(#N)C>[Si:15]([O:22][CH:23]1[CH2:24][CH2:25][C:26]([CH2:29][C:30]#[N:31])([N:12]2[CH:13]=[C:9]([B:4]3[O:5][C:6]([CH3:7])([CH3:8])[C:2]([CH3:14])([CH3:1])[O:3]3)[CH:10]=[N:11]2)[CH2:27][CH2:28]1)([C:18]([CH3:21])([CH3:20])[CH3:19])([CH3:17])[CH3:16]. Procedure details: To a solution of 4-(4,4,5,5-tetramethyl-1,3,2-dioxaborolan-2-yl)-1H-pyrazole (3.09 g, 0.0159 mol) in acetonitrile (39.8 mL) was added (4-(tert-butyl(dimethyl)silyl)oxycyclohexylidene)acetonitrile (4.80 g, 0.0191 mol), followed by 1,8-diazabicyclo[5.4.0]undec-7-ene (1.19 mL, 0.00797 mol). The resulting mixture was stirred at room temperature overnight, then evaporated to dryness. The mixture was purified on silica gel, eluting with 0 to 20% EtOAc in hexanes, to give the desired product as cis- an... The reactants are FC1=C(C=NC2=CC=C(C=C2)S(N)(=O)=O)C=CC(=C1)F (N-(2,4-difluorobenzylidene)-4-sulfamoylaniline), C[Si](C)(C)C#N (trimethylsilyl cyanide). Product: FC1=C(C=CC(=C1)F)C(C#N)NC1=CC=C(C=C1)S(N)(=O)=O (α-(2,4-Difluorophenyl)-α-(4-sulfamoylanilino)acetonitrile), powder. Yield: 88.0%. RXN SMILES: [F:1][C:2]1[CH:19]=[C:18]([F:20])[CH:17]=[CH:16][C:3]=1[CH:4]=[N:5][C:6]1[CH:11]=[CH:10][C:9]([S:12](=[O:15])(=[O:14])[NH2:13])=[CH:8][CH:7]=1.C[Si]([C:25]#[N:26])(C)C>>[F:1][C:2]1[CH:19]=[C:18]([F:20])[CH:17]=[CH:16][C:3]=1[CH:4]([NH:5][C:6]1[CH:7]=[CH:8][C:9]([S:12](=[O:15])(=[O:14])[NH2:13])=[CH:10][CH:11]=1)[C:25]#[N:26]. Procedure details: Following a procedure similar to that described in Example 1(ii), but using N-(2,4-difluorobenzylidene)-4-sulfamoylaniline [prepared as described in step (i) above] and trimethylsilyl cyanide as starting materials, the title compound was obtained as a pale yellow powder (yield 88%).